This data is from the Open Reaction Database (ORD), a public repository of structured organic reaction records. The task is: describe an organic reaction: reactants, conditions, products, and yield Starting materials: CC1(C)OC(C(F)(F)F)Nc2ccc(-c3csc(C#N)c3)cc21, CC(=O)Cl, [H-], [Na+], CN(C)C=O. Product: CC(=O)N1c2ccc(-c3csc(C#N)c3)cc2C(C)(C)OC1C(F)(F)F. RXN SMILES: [CH3:1][C:2]1([CH3:23])[O:3][CH:4]([C:19]([F:20])([F:21])[F:22])[NH:5][c:6]2[c:7]1[cH:8][c:9](-[c:12]1[cH:13][c:14]([C:17]#[N:18])[s:15][cH:16]1)[cH:10][cH:11]2.[CH3:26][C:27]([Cl:28])=[O:29].[H-:25].[Na+:24].[O:30]=[CH:31][N:32]([CH3:33])[CH3:34]>>[CH3:1][C:2]1([CH3:23])[O:3][CH:4]([C:19]([F:20])([F:21])[F:22])[N:5]([C:27]([CH3:26])=[O:29])[c:6]2[c:7]1[cH:8][c:9](-[c:12]1[cH:13][c:14]([C:17]#[N:18])[s:15][cH:16]1)[cH:10][cH:11]2. The product is CC1=C(N=C(O1)C1=CC=C(C=C1)C=1C=NC=NC1)CCN1CCCC1 (5-{4-[5-Methyl-4-(2-pyrrolidin-1-yl-ethyl)-oxazol-2-yl]-phenyl}-pyrimidine). Procedure: The title compound is prepared in a manner substantially analogous to Example 45 starting from 5-Pyrimidine boronic acid and 2-(4-Bromo-phenyl)-5-methyl-4-(2-pyrrolidin-1-yl-ethyl)-oxazole. MS (m/e): 335.2 (M+1) Reaction SMILES: [N:1]1[CH:6]=[C:5](B(O)O)[CH:4]=[N:3][CH:2]=1.Br[C:11]1[CH:16]=[CH:15][C:14]([C:17]2[O:18][C:19]([CH3:29])=[C:20]([CH2:22][CH2:23][N:24]3[CH2:28][CH2:27][CH2:26][CH2:25]3)[N:21]=2)=[CH:13][CH:12]=1>>[CH3:29][C:19]1[O:18][C:17]([C:14]2[CH:15]=[CH:16][C:11]([C:5]3[CH:6]=[N:1][CH:2]=[N:3][CH:4]=3)=[CH:12][CH:13]=2)=[N:21][C:20]=1[CH2:22][CH2:23][N:24]1[CH2:28][CH2:27][CH2:26][CH2:25]1. The reactants are N1=CN=CC(=C1)B(O)O (5-Pyrimidine boronic acid), BrC1=CC=C(C=C1)C=1OC(=C(N1)CCN1CCCC1)C (2-(4-Bromo-phenyl)-5-methyl-4-(2-pyrrolidin-1-yl-ethyl)-oxazole). The reactants are C(C)(C)(C)OC(N[C@@H]1C=C[C@@H](C1)CBr)=O (cis-(4-bromomethyl-cyclopent-2-enyl)-carbamic acid tert-butyl ester), CCOC(=O)C (EtOAc), C(CC(=O)OCC)(=O)OCC (Diethyl malonate), [H-].[Na+] (NaH). The solvent is CN(C)C=O (DMF), CN(C)C=O (DMF). Reaction conditions: temperature 60 celsius, time 19 hour. Product: C(C)OC(C(C(=O)OCC)C[C@@H]1C=C[C@@H](C1)NC(=O)OC(C)(C)C)=O (2-(cis-4-tert-butoxycarbonylamino-cyclopent-2-enylmethyl)-malonic acid diethyl ester). Yield: 58.3%. As a reaction SMILES: [C:1]([O:9][CH2:10][CH3:11])(=[O:8])[CH2:2][C:3]([O:5][CH2:6][CH3:7])=[O:4].[H-].[Na+].[C:14]([O:18][C:19](=[O:28])[NH:20][C@H:21]1[CH2:25][C@@H:24]([CH2:26]Br)[CH:23]=[CH:22]1)([CH3:17])([CH3:16])[CH3:15].CCOC(C)=O>CN(C=O)C>[CH2:10]([O:9][C:1](=[O:8])[CH:2]([CH2:26][C@H:24]1[CH2:25][C@@H:21]([NH:20][C:19]([O:18][C:14]([CH3:15])([CH3:17])[CH3:16])=[O:28])[CH:22]=[CH:23]1)[C:3]([O:5][CH2:6][CH3:7])=[O:4])[CH3:11] |f:1.2|. Procedure: Diethyl malonate (1.29 mL, 8.5 mmol) was added to a mixture of NaH (60%, 0.34 g; 8.5 mmol) in DMF (10 mL). After stirring at room temperature for 15 min a solution of cis-(4-bromomethyl-cyclopent-2-enyl)-carbamic acid tert-butyl ester (1.95 g, 7.1 mmol) in DMF (12 mL) was added, and the reaction mixture was stirred at 60° C. for 19 h. EtOAc was added and the organic phase was extracted with water and brine, dried and concentrated under reduced pressure to give 2.44 g of the crude product. Purifi... Reactants: C1(CCCCC1)NC1CCCCC1 (dicyclohexylamine), O1CCOCC1 (dioxane), [N+](=O)([O-])C1=C(C=CC=C1)S(=O)(=O)Cl (o-nitrobenzene sulfonyl chloride), C(C1=CC=CC=C1)OC(=O)NCCCC[C@H](N)C(=O)O (Nε -benzyloxycarbonyl-L-lysine). Run in [OH-].[Na+] (sodium hydroxide), [OH-].[Na+] (sodium hydroxide), C(C)OCC (diethyl ether). Product: C1(CCCCC1)NC1CCCCC1.[N+](=O)([O-])C1=C(C=CC=C1)S(=O)(=O)N[C@@H](CCCCNC(=O)OCC1=CC=CC=C1)C(=O)O (Nα -o-nitrobenzenesulfonyl-Nε -benzyloxycarbonyl-L-lysine dicyclohexylamine salt). The yield is 82.3%. Reaction SMILES: [CH2:1]([O:8][C:9]([NH:11][CH2:12][CH2:13][CH2:14][CH2:15][C@@H:16]([C:18]([OH:20])=[O:19])[NH2:17])=[O:10])[C:2]1[CH:7]=[CH:6][CH:5]=[CH:4][CH:3]=1.O1CCOCC1.[N+:27]([C:30]1[CH:35]=[CH:34][CH:33]=[CH:32][C:31]=1[S:36](Cl)(=[O:38])=[O:37])([O-:29])=[O:28].[CH:40]1([NH:46][CH:47]2[CH2:52][CH2:51][CH2:50][CH2:49][CH2:48]2)[CH2:45][CH2:44][CH2:43][CH2:42][CH2:41]1>[OH-].[Na+].C(OCC)C>[CH:47]1([NH:46][CH:40]2[CH2:41][CH2:42][CH2:43][CH2:44][CH2:45]2)[CH2:48][CH2:49][CH2:50][CH2:51][CH2:52]1.[N+:27]([C:30]1[CH:35]=[CH:34][CH:33]=[CH:32][C:31]=1[S:36]([NH:17][C@H:16]([C:18]([OH:20])=[O:19])[CH2:15][CH2:14][CH2:13][CH2:12][NH:11][C:9]([O:8][CH2:1][C:2]1[CH:3]=[CH:4][CH:5]=[CH:6][CH:7]=1)=[O:10])(=[O:38])=[O:37])([O-:29])=[O:28] |f:4.5,7.8|. Procedure details: Nε -benzyloxycarbonyl-L-lysine (4.42 g, 16 mmole) was dissolved in 1N aqueous sodium hydroxide (16 ml), and dioxane (10 ml) solution of o-nitrobenzene sulfonyl chloride (3.50 g, 16 mmole) was added dropwise to the solution while keeping the pH value thereof to between 10 and 11 with 1N aqueous sodium hydroxide while cooling with ice and stirring. The mixture was further stirred for 2.5 hours at room temperature, and insoluble matter was removed by filtration. The filtrate thus obtained was washe...